From a dataset of the Open Reaction Database (ORD), a public repository of structured organic reaction records. describe an organic reaction: reactants, conditions, products, and yield The reactants are CO, Cl, [Fe], COC(=O)c1cc([N+](=O)[O-])c(N)cc1O. Product: COC(=O)c1cc(N)c(N)cc1O. RXN SMILES: [CH3:17][OH:18].[ClH:16].[Fe:19].[NH2:1][c:2]1[cH:3][c:4]([OH:15])[c:5]([C:6](=[O:7])[O:8][CH3:9])[cH:10][c:11]1[N+:12]([O-:13])=[O:14]>>[NH2:1][c:2]1[cH:3][c:4]([OH:15])[c:5]([C:6](=[O:7])[O:8][CH3:9])[cH:10][c:11]1[NH2:12]. Starting materials: BrC(C(=O)C1=CC=C(C=C1)F)C1=CC=C(C=C1)S(=O)(=O)C (2-bromo-1-(4-fluorophenyl)-2-(4-methylsulfonylphenyl) ethanone), C(C1=CC=CC=C1)NC(=S)N (N-benzyl thiourea). The solvent is C(C)(C)O (isopropanol). Reaction conditions: time 7 day. Product: FC1=CC=C(C=C1)C=1N=C(SC1C1=CC=C(C=C1)S(=O)(=O)C)NCC1=CC=CC=C1 (4-(4-fluorophenyl)-5-(4-methylsulfonylphenyl)-2-benzylaminothiazole). Yield: 69.2%. Reaction SMILES: Br[CH:2]([C:12]1[CH:17]=[CH:16][C:15]([S:18]([CH3:21])(=[O:20])=[O:19])=[CH:14][CH:13]=1)[C:3]([C:5]1[CH:10]=[CH:9][C:8]([F:11])=[CH:7][CH:6]=1)=O.[CH2:22]([NH:29][C:30]([NH2:32])=[S:31])[C:23]1[CH:28]=[CH:27][CH:26]=[CH:25][CH:24]=1>C(O)(C)C>[F:11][C:8]1[CH:9]=[CH:10][C:5]([C:3]2[N:32]=[C:30]([NH:29][CH2:22][C:23]3[CH:28]=[CH:27][CH:26]=[CH:25][CH:24]=3)[S:31][C:2]=2[C:12]2[CH:17]=[CH:16][C:15]([S:18]([CH3:21])(=[O:20])=[O:19])=[CH:14][CH:13]=2)=[CH:6][CH:7]=1. Reported procedure: To a solution of 2-bromo-1-(4-fluorophenyl)-2-(4-methylsulfonylphenyl)ethanone (Example 26, Step 2) (0.415 g, 1.12 mmol) in isopropanol (12 mL) in a 25 mL round bottom flask was added N-benzyl thiourea (0.186 g, 1.12 mmol). The solution was heated to reflux (30 hours), cooled to room temperature and let stand for 7 days. The resulting suspension was concentrated in vacuo. The resulting residue was suspended in methylene chloride (100 mL) and washed with NaHCO3 saturated solution (3×10 mL), dried... The reactants are C1(=CC=C(C=C1)S(=O)(=O)Cl)C1=CC=CC=C1 (4-Biphenylsulfonyl chloride), NC1=C(C(=NO1)C)Br (5-Amino-4-bromo-3-methylisoxazole), N,N-Dimethylaminopyridine. Solvent: ClCCl (dichloromethane), N1=CC=CC=C1 (pyridine). Conditions: time 16 hour. Yields the product C1(=CC=C(C=C1)S(=O)(=O)N(S(=O)(=O)C1=CC=C(C=C1)C1=CC=CC=C1)C1=C(C(=NO1)C)Br)C1=CC=CC=C1 (N-(4-biphenylsulfonyl)-N-(4-bromo-3-methyl-5-isoxazolyl)-4-biphenylsulfonamide). Yield: 64.0%. RXN SMILES: [NH2:1][C:2]1[O:6][N:5]=[C:4]([CH3:7])[C:3]=1[Br:8].[C:9]1([C:19]2[CH:24]=[CH:23][CH:22]=[CH:21][CH:20]=2)[CH:14]=[CH:13][C:12]([S:15](Cl)(=[O:17])=[O:16])=[CH:11][CH:10]=1>N1C=CC=CC=1.ClCCl>[C:9]1([C:19]2[CH:24]=[CH:23][CH:22]=[CH:21][CH:20]=2)[CH:14]=[CH:13][C:12]([S:15]([N:1]([C:2]2[O:6][N:5]=[C:4]([CH3:7])[C:3]=2[Br:8])[S:15]([C:12]2[CH:11]=[CH:10][C:9]([C:19]3[CH:24]=[CH:23][CH:22]=[CH:21][CH:20]=3)=[CH:14][CH:13]=2)(=[O:17])=[O:16])(=[O:17])=[O:16])=[CH:11][CH:10]=1. Procedure: 5-Amino-4-bromo-3-methylisoxazole (0.179 g, 1.0 mmol) was dissolved in dry pyridine (2 ml). 4-Biphenylsulfonyl chloride (0.509 g, 2.2 mmol) was added with stirring at ambient temperature. N,N-Dimethylaminopyridine (5 mg) was added, and stirring was continued at 50° C. for 16 h. The reaction mixture was diluted with dichloromethane (75 ml), washed with 1N HCl (2×50 ml) and the organic phase was dried over magnesium sulfate. The solvent was removed under reduced pressure to yield a crude product, ... The reactants are C1(=CC=CC=C1)C (toluene), CC(C(CC(=O)OC)=O)C (methyl 4-methyl-3-oxopentanoate), C(CN)N (ethylene diamine), 12-L, NC1=CC=CC=C1 (aniline). The solvent is O (water). Run at temperature 80 celsius, time 16 hour. Yields the product CC(C(CC(=O)NC1=CC=CC=C1)=O)C (4-methyl-3-oxo-N-phenylpentanamide). The yield is 157.4%. Reaction SMILES: C1(C)C=CC=CC=1.[CH3:8][CH:9]([CH3:17])[C:10](=[O:16])[CH2:11][C:12]([O:14]C)=O.C(N)CN.[NH2:22][C:23]1[CH:28]=[CH:27][CH:26]=[CH:25][CH:24]=1>O>[CH3:17][CH:9]([CH3:8])[C:10](=[O:16])[CH2:11][C:12]([NH:22][C:23]1[CH:28]=[CH:27][CH:26]=[CH:25][CH:24]=1)=[O:14]. Procedure: A three-necked, 12-L round-bottom flash equipped with a mechanical stirrer, a thermometer and set up for distillation is charged with 2.6 L of toluene, 1.73 kg (12 mol) of methyl 4-methyl-3-oxopentanoate and 72 g (1.18 mol) of ethylene diamine. The mixture is heated to 80° C. and charged with 0.49 kg of aniline. The mixture is brought to reflux and distillation started. After 40 minutes a further 0.245 kg of aniline is charged and at 40 minute intervals a further two portions of aniline (0.245 a...